From a dataset of the Open Reaction Database (ORD), a public repository of structured organic reaction records. describe an organic reaction: reactants, conditions, products, and yield Run in CS(=O)C (dimethylsulfoxide). As a reaction SMILES: [CH:1]1([CH2:4][N:5]2[CH2:10][CH2:9][NH:8][CH2:7][CH2:6]2)[CH2:3][CH2:2]1.F[C:12]1[CH:17]=[CH:16][C:15]([N+:18]([O-:20])=[O:19])=[CH:14][C:13]=1[CH3:21].[CH:22](N(CC)C(C)C)(C)C>CS(C)=O>[CH:1]1([CH2:4][N:5]2[CH2:10][CH2:9][N:8]([C:12]3[CH:17]=[CH:16][C:15]([N+:18]([O-:20])=[O:19])=[CH:14][C:13]=3[CH2:21][CH3:22])[CH2:7][CH2:6]2)[CH2:3][CH2:2]1. Starting materials: C1(CC1)CN1CCNCC1 (4-(cyclopropylmethyl)piperazine), FC1=C(C=C(C=C1)[N+](=O)[O-])C (2-fluoro-5-nitrotoluene), C(C)(C)N(C(C)C)CC (N,N-diisopropylethylamine). Procedure details: In the same manner as in Production Example 5-1, but using 4-(cyclopropylmethyl)piperazine in place of N-ethylpiperazine used in Production Example 5-1, using 2-fluoro-5-nitrotoluene in place of 2-fluoro-5-nitrobenzyl alcohol, using N,N-diisopropylethylamine in place of potassium carbonate, and using dimethylsulfoxide in place of N-methylpyrrolidone, 280 mg of the entitled compound was obtained as a yellow solid. Yields the product C1(CC1)CN1CCN(CC1)C1=C(C=C(C=C1)[N+](=O)[O-])CC (1-(cyclopropylmethyl)-4-(2-ethyl-4-nitrophenyl)piperazine). Reactants: COC([C@@H](NC(=O)C1=C(C=CC=C1C)Cl)CC1=CC=C(C=C1)C=1C(N(C=CC1)C)=O)=O (N-[(2-chloro-6-methylphenyl)carbonyl]-4-(1-methyl-2-oxo-3-pyridinyl)-L-phenylalanine methyl ester), [OH-].[Na+] (sodium hydroxide). Run in C(C)O (ethanol). Conditions: temperature 50 celsius, time 2 hour. Product: ClC1=C(C(=CC=C1)C)C(=O)N[C@@H](CC1=CC=C(C=C1)C=1C(N(C=CC1)C)=O)C(=O)O (N-[(2-chloro-6-methylphenyl)carbonyl]-4-(1-methyl-2-oxo-3-pyridinyl)-L-phenylalanine). Isolated yield 70.9%. Reaction SMILES: C[O:2][C:3](=[O:31])[C@H:4]([CH2:16][C:17]1[CH:22]=[CH:21][C:20]([C:23]2[C:24](=[O:30])[N:25]([CH3:29])[CH:26]=[CH:27][CH:28]=2)=[CH:19][CH:18]=1)[NH:5][C:6]([C:8]1[C:13]([CH3:14])=[CH:12][CH:11]=[CH:10][C:9]=1[Cl:15])=[O:7].[OH-].[Na+]>C(O)C>[Cl:15][C:9]1[CH:10]=[CH:11][CH:12]=[C:13]([CH3:14])[C:8]=1[C:6]([NH:5][C@H:4]([C:3]([OH:31])=[O:2])[CH2:16][C:17]1[CH:22]=[CH:21][C:20]([C:23]2[C:24](=[O:30])[N:25]([CH3:29])[CH:26]=[CH:27][CH:28]=2)=[CH:19][CH:18]=1)=[O:7] |f:1.2|. Reported procedure: To a suspension of N-[(2-chloro-6-methylphenyl)carbonyl]-4-(1-methyl-2-oxo-3-pyridinyl)-L-phenylalanine methyl ester (118 mg, 0.269 mmol) in ethanol (6 mL) was added 1N aqueous sodium hydroxide solution (4 mL) at room temperature. The resulting solution was heated to 50° C. and stirred for 2 h. Then, the ethanol was removed under vacuum and the residue was diluted with water (25 mL). The aqueous solution was washed with diethyl ether (25 mL) to remove any neutral impurities. The aqueous layer wa...